This data is from the Open Reaction Database (ORD), a public repository of structured organic reaction records. The task is: describe an organic reaction: reactants, conditions, products, and yield Reactants: C1CCOC1, CCOC(C)=O, CC[Si](CC)(CC)OC(CI)c1ccc(F)c(NS(C)(=O)=O)c1. Product: CS(=O)(=O)Nc1cc(C2CO2)ccc1F. As a reaction SMILES: [CH2:30]1[O:31][CH2:32][CH2:33][CH2:34]1.[CH3:24][CH2:25][O:26][C:27](=[O:28])[CH3:29].[F:1][c:2]1[c:3]([NH:19][S:20](=[O:21])(=[O:22])[CH3:23])[cH:4][c:5]([CH:8]([CH2:9][I:18])[O:11][Si:10]([CH2:12][CH3:13])([CH2:14][CH3:15])[CH2:16][CH3:17])[cH:6][cH:7]1>>[F:1][c:2]1[c:3]([NH:19][S:20](=[O:21])(=[O:22])[CH3:23])[cH:4][c:5]([CH:8]2[CH2:9][O:11]2)[cH:6][cH:7]1. The product is BrC1=CN(C2=CC(=CC=C12)C1=CC=C(C=C1)OC)C1=NC=NC(=C1)Cl (3-bromo-1-(6-chloropyrimidin-4-yl)-6-(4-methoxyphenyl)-1H-indole). The reactants are BrC1=CNC2=CC(=CC=C12)C1=CC=C(C=C1)OC (3-bromo-6-(4-methoxyphenyl)-1H-indole), ClC1=NC=NC(=C1)Cl (4,6-dichloropyrimidine). Procedure: The target compound was prepared as in Example 9 using 3-bromo-6-(4-methoxyphenyl)-1H-indole (500 mg, 1.65 mmol) and 4,6-dichloropyrimidine (247 mg, 1.65 mmol). RXN SMILES: [Br:1][C:2]1[C:10]2[C:5](=[CH:6][C:7]([C:11]3[CH:16]=[CH:15][C:14]([O:17][CH3:18])=[CH:13][CH:12]=3)=[CH:8][CH:9]=2)[NH:4][CH:3]=1.[Cl:19][C:20]1[CH:25]=[C:24](Cl)[N:23]=[CH:22][N:21]=1>>[Br:1][C:2]1[C:10]2[C:5](=[CH:6][C:7]([C:11]3[CH:12]=[CH:13][C:14]([O:17][CH3:18])=[CH:15][CH:16]=3)=[CH:8][CH:9]=2)[N:4]([C:24]2[CH:25]=[C:20]([Cl:19])[N:21]=[CH:22][N:23]=2)[CH:3]=1. Starting materials: C1(CCCCCCCCC1)C(=O)OC (methyl cyclodecanecarboxylate), CP(OC)(OC)=O (dimethyl methylphosphonate), P([O-])([O-])=O (phosphonate), C(CCC)[Li] (n-butyllithium). Solvent: C(C)(=O)O (acetic acid), O1CCCC1 (tetrahydrofuran), CCCCCC (hexane). Reaction conditions: time 5 minute. Yields the product O=C(CP(OC)(OC)=O)C1CCCCCCCCC1 (dimethyl 2-oxo-2-cyclodecylethylphosphonate). As a reaction SMILES: [CH3:1][P:2](=[O:7])([O:5][CH3:6])[O:3][CH3:4].P(=O)([O-])[O-].C([Li])CCC.[CH:17]1([C:27](OC)=[O:28])[CH2:26][CH2:25][CH2:24][CH2:23][CH2:22][CH2:21][CH2:20][CH2:19][CH2:18]1>O1CCCC1.CCCCCC.C(O)(=O)C>[O:28]=[C:27]([CH:17]1[CH2:18][CH2:19][CH2:20][CH2:21][CH2:22][CH2:23][CH2:24][CH2:25][CH2:26]1)[CH2:1][P:2](=[O:7])([O:5][CH3:6])[O:3][CH3:4]. Reported procedure: A solution of 49.6 g (0.40 mole) dimethyl methylphosphonate (Aldrich) in 500 ml dry tetrahydrofuran is cooled to -78° in a dry nitrogen atmosphere. To the stirred phosphonate solution is added 188 ml of 2.34 M n-butyllithium in hexane solution (Alfa Inorganics, Inc.) dropwise over a period of 18 minutes at such a rate that the reaction temperature never rises above -65°. After an additional 5 minutes stirring at -78°, 25.6 g (0.20 mole) methyl cyclodecanecarboxylate is added dropwise at a rate t... Reactants: ClC1=CC(=NC=N1)N1CCC(CC1)C1CCN(CC1)C(=O)OC(C)(C)C (tert-butyl 1′-(6-chloropyrimidin-4-yl)-4,4′-bipiperidine-1-carboxylate), C1(=CC=CC=C1)CO (phenylmethanol), [H-].[Na+] (sodium hydride). Solvent: CN(C)C=O (DMF). Run at temperature 30 celsius. Product: C(C1=CC=CC=C1)OC1=CC(=NC=N1)N1CCC(CC1)C1CCN(CC1)C(=O)OC(C)(C)C (tert-butyl 1′-[6-(benzyloxy)pyrimidin-4-yl]-4,4′-bipiperidine-1-carboxylate). RXN SMILES: Cl[C:2]1[N:7]=[CH:6][N:5]=[C:4]([N:8]2[CH2:13][CH2:12][CH:11]([CH:14]3[CH2:19][CH2:18][N:17]([C:20]([O:22][C:23]([CH3:26])([CH3:25])[CH3:24])=[O:21])[CH2:16][CH2:15]3)[CH2:10][CH2:9]2)[CH:3]=1.[C:27]1([CH2:33][OH:34])[CH:32]=[CH:31][CH:30]=[CH:29][CH:28]=1.[H-].[Na+]>CN(C=O)C>[CH2:33]([O:34][C:2]1[N:7]=[CH:6][N:5]=[C:4]([N:8]2[CH2:13][CH2:12][CH:11]([CH:14]3[CH2:19][CH2:18][N:17]([C:20]([O:22][C:23]([CH3:26])([CH3:25])[CH3:24])=[O:21])[CH2:16][CH2:15]3)[CH2:10][CH2:9]2)[CH:3]=1)[C:27]1[CH:32]=[CH:31][CH:30]=[CH:29][CH:28]=1 |f:2.3|. Procedure details: The tert-butyl 1′-(6-chloropyrimidin-4-yl)-4,4′-bipiperidine-1-carboxylate (100 mg, 0.26 mmol), phenylmethanol (0.031 mL, 0.29 mmol) were added to DMF (2.6 mL), and then sodium hydride (7 mg, 0.29 mmol) was added to the mixture. The reaction was heated to 30° C. for 30 min The reaction crude was cooled down to r.t. and quenched with ice ammonia chloride solution (10 mL) and extracted with ethyl acetate (10 mL). The organic phase was washed with brine (10 mL, ×1), dried over magnesium sulfate, fi...